This data is from the Open Reaction Database (ORD), a public repository of structured organic reaction records. The task is: describe an organic reaction: reactants, conditions, products, and yield Starting materials: [Si](C)(C)(C(C)(C)C)Cl (tert-butyldimethylsilyl chloride), ice, OCC(CCC=1C=C(C=CC1)CC(=O)OC)=O (methyl 3-(4-hydroxy-3-oxo-butyl)phenylacetate), N1C=NC=C1 (imidazole). The solvent is CN(C)C=O (DMF). Run at time 8 hour. Product: [Si](C)(C)(C(C)(C)C)OCC(CCC=1C=C(C=CC1)CC(=O)OC)=O (methyl 3-[4-(tert-butyldimethylsilyloxy)-3-oxobutyl]phenylacetate). Isolated yield 94.7%. RXN SMILES: [OH:1][CH2:2][C:3](=[O:17])[CH2:4][CH2:5][C:6]1[CH:7]=[C:8]([CH2:12][C:13]([O:15][CH3:16])=[O:14])[CH:9]=[CH:10][CH:11]=1.N1C=CN=C1.[Si:23](Cl)([C:26]([CH3:29])([CH3:28])[CH3:27])([CH3:25])[CH3:24]>CN(C=O)C>[Si:23]([O:1][CH2:2][C:3](=[O:17])[CH2:4][CH2:5][C:6]1[CH:7]=[C:8]([CH2:12][C:13]([O:15][CH3:16])=[O:14])[CH:9]=[CH:10][CH:11]=1)([C:26]([CH3:29])([CH3:28])[CH3:27])([CH3:25])[CH3:24]. Procedure details: To an ice cooled solution of methyl 3-(4-hydroxy-3-oxo-butyl)phenylacetate (472 mg, 2.00 mmol) in DMF (10 ml) was added imidazole (264 mg, 3.88 mmol) followed by tert-butyldimethylsilyl chloride (408 mg, 5.99 mmol). After 30 minutes the ice-bath was removed and then the mixture was stirred overnight at room temperature. The reaction mixture was poured into water (100 ml) and extracted with ethyl acetate. The organic layer was washed with brine, dried (magnesium sulfate), and concentrated in vacu... The reactants are O (water), [H-].[Na+] (Sodium hydride), N1N=NC=C1 (triazole), CN(C=O)C (dimethyl formamide), CC(C)(C(C(C(C(C(C)(C)C)=O)Br)Br)=O)C (2,2,7,7-Tetramethyl-4,5,dibromo-octan-3,6-dione). The product is N1(N=CN=C1)C(C(C(C)(C)C)=O)=CC(C(C)(C)C)=O (4-(1,2,4-Triazol-1-yl)-2,2,7,7-tetramethyl-oct-4-en-3,6-dione). As a reaction SMILES: [H-].[Na+].N1C=[CH:6][N:5]=[N:4]1.[CH3:8][C:9]([CH3:23])([C:11](=[O:22])[CH:12](Br)[CH:13](Br)[C:14](=[O:19])[C:15]([CH3:18])([CH3:17])[CH3:16])[CH3:10].O.[CH3:25][N:26](C)C=O>>[N:5]1([C:12](=[CH:13][C:14](=[O:19])[C:15]([CH3:18])([CH3:17])[CH3:16])[C:11](=[O:22])[C:9]([CH3:23])([CH3:10])[CH3:8])[CH:6]=[N:26][CH:25]=[N:4]1 |f:0.1|. Reported procedure: Sodium hydride (100, %%, 0.06 mol) was added to a suspension of triazole (0.06 mol) in dimethyl formamide (100 ml) and the solution stirred at 20° until effervescence ceased. 2,2,7,7-Tetramethyl-4,5,dibromo-octan-3,6-dione (0.03 mol) was added portionwise at 20° to the stirred solution. After refluxing for 2 hours, the solution was cooled and poured into water to give a crystalline solid. Recrystallization from petroleum ether (60°-80°) gave the title compound as a white crystalline solid, m.p. ... Starting materials: FC1=C(C(=CC=C1)F)NC(=O)C=1SC(=CC1)C1=C(C=CC(=C1)C(F)(F)F)Cl (5-(2-chloro-5-trifluoromethyl-phenyl)-thiophene-2-carboxylic acid (2,6-difluoro-phenyl)-amide), COC(C1=CC(=C(C=C1)C)I)=O (3-iodo-4-methyl-benzoic acid methyl ester). Product: COC(C1=CC(=C(C=C1)C)C=1SC(=CC1)C(NC1=C(C=CC=C1F)F)=O)=O (3-[5-(2,6-Difluoro-phenylcarbamoyl)-thiophen-2-yl]-4-methyl-benzoic acid methyl ester). RXN SMILES: [F:1][C:2]1[CH:7]=[CH:6][CH:5]=[C:4]([F:8])[C:3]=1[NH:9][C:10]([C:12]1[S:13][C:14](C2C=C(C(F)(F)F)C=CC=2Cl)=[CH:15][CH:16]=1)=[O:11].[CH3:28][O:29][C:30](=[O:39])[C:31]1[CH:36]=[CH:35][C:34]([CH3:37])=[C:33](I)[CH:32]=1>>[CH3:28][O:29][C:30](=[O:39])[C:31]1[CH:36]=[CH:35][C:34]([CH3:37])=[C:33]([C:14]2[S:13][C:12]([C:10](=[O:11])[NH:9][C:3]3[C:2]([F:1])=[CH:7][CH:6]=[CH:5][C:4]=3[F:8])=[CH:16][CH:15]=2)[CH:32]=1. Procedure details: Compound 3 was synthesized in an analogous fashion as described for Compound 1 except that 3-iodo-4-methyl-benzoic acid methyl ester was used instead of 1-chloro-2-iodo-4-trifluoromethyl-benzene in step 1. The reactants are FC(C1=CC=C(C=C1)C=1C=C(C(=O)O)C=CC1)(F)F (3-(4-Trifluoromethylphenyl)-benzoic acid), [H-].[H-].[H-].[H-].[Li+].[Al+3] (LiAlH4). Conditions: time 4 hour. The solvent is C1CCOC1 (THF), C1CCOC1 (THF). As a reaction SMILES: [F:1][C:2]([F:19])([F:18])[C:3]1[CH:8]=[CH:7][C:6]([C:9]2[CH:10]=[C:11]([CH:15]=[CH:16][CH:17]=2)[C:12](O)=[O:13])=[CH:5][CH:4]=1.[H-].[H-].[H-].[H-].[Li+].[Al+3]>C1COCC1>[F:1][C:2]([F:18])([F:19])[C:3]1[CH:4]=[CH:5][C:6]([C:9]2[CH:10]=[C:11]([CH:15]=[CH:16][CH:17]=2)[CH2:12][OH:13])=[CH:7][CH:8]=1 |f:1.2.3.4.5.6|. Yields the product FC(C1=CC=C(C=C1)C=1C=C(CO)C=CC1)(F)F (3-(4-Trifluoromethylphenyl)-benzyl alcohol). Procedure details: The carboxylic acid 2.1 (13.3 g, 50 mmol) in anhydrous THF (100 mL) was added dropwise to LiAlH4 (2.9 g, 75 mmol) in anhydrous THF (150 mL) at 0° C. over 30 minutes. The resulting mixture was slowly warmed to room temperature and stirred for 4 hours. The reaction was slowly quenched with water (2.9 mL) at 0° C., 15% NaOH aqueous solution (2.9 mL) and another portion of water (8.7 mL). The mixture was dried over Na2SO4 and concentrated to give a white solid (11.9 g). The crude product (2.2) was u... The yield is 94.4%.